Task: describe an organic reaction: reactants, conditions, products, and yield. Dataset: the Open Reaction Database (ORD), a public repository of structured organic reaction records RXN SMILES: Cl.[CH2:2]([NH2:12])[C:3]1[CH:11]=[CH:10][C:9]2[O:8][CH2:7][O:6][C:5]=2[CH:4]=1.[O-:13][C:14]#[N:15].[Na+]>O>[CH2:7]1[O:8][C:9]2[CH:10]=[CH:11][C:3]([CH2:2][NH:12][C:14]([NH2:15])=[O:13])=[CH:4][C:5]=2[O:6]1 |f:2.3|. The solvent is O (water). The product is C1OC=2C=C(CNC(=O)N)C=CC2O1 ((3,4-Methylenedioxybenzyl)urea). Reported procedure: 61.5 ml of 5N HCl was added within 30 minutes to a stirred emulsion of 38.51 ml (300 mM) of 97% piperonylamine and 20.40 g of sodium cyanate in 500 ml of water. After stirring overnight the foamy solid is collected, dried, suspended in 500 ml of ether and collected again: 52.57 g (90.2%) of urea with a melting point of 183-84° C. Reaction conditions: time 8 hour. Reactants: Cl (HCl), C(C1=CC=2OCOC2C=C1)N (piperonylamine), [O-]C#N.[Na+] (sodium cyanate).